From a dataset of the Open Reaction Database (ORD), a public repository of structured organic reaction records. describe an organic reaction: reactants, conditions, products, and yield Starting materials: Cn1cc(C(=O)NCc2ccc(Cl)cc2)c(=O)c2cc(CN3CCOCC3)cc(I)c21, C#CCn1cnc(Cl)c1Cl, [Cu]I, CN(C)C=O, Cl[Pd]Cl, c1ccc(P(c2ccccc2)c2ccccc2)cc1, c1ccc(P(c2ccccc2)c2ccccc2)cc1. The product is Cn1cc(C(=O)NCc2ccc(Cl)cc2)c(=O)c2cc(CN3CCOCC3)cc(C#CCn3cnc(Cl)c3Cl)c21. Reaction SMILES: [Cl:1][c:2]1[cH:3][cH:4][c:5]([CH2:6][NH:7][C:8](=[O:9])[c:10]2[cH:11][n:12]([CH3:29])[c:13]3[c:14]([I:28])[cH:15][c:16]([CH2:21][N:22]4[CH2:23][CH2:24][O:25][CH2:26][CH2:27]4)[cH:17][c:18]3[c:19]2=[O:20])[cH:30][cH:31]1.[Cl:32][c:33]1[n:34][cH:35][n:36]([CH2:39][C:40]#[CH:41])[c:37]1[Cl:38].[Cu:88][I:89].[O:42]=[CH:43][N:44]([CH3:45])[CH3:46].[Pd:47]([Cl:48])[Cl:49].[c:50]1([P:51]([c:52]2[cH:53][cH:54][cH:55][cH:56][cH:57]2)[c:58]2[cH:59][cH:60][cH:61][cH:62][cH:63]2)[cH:64][cH:65][cH:66][cH:67][cH:68]1.[c:69]1([P:70]([c:71]2[cH:72][cH:73][cH:74][cH:75][cH:76]2)[c:77]2[cH:78][cH:79][cH:80][cH:81][cH:82]2)[cH:83][cH:84][cH:85][cH:86][cH:87]1>>[Cl:1][c:2]1[cH:3][cH:4][c:5]([CH2:6][NH:7][C:8](=[O:9])[c:10]2[cH:11][n:12]([CH3:29])[c:13]3[c:14]([C:41]#[C:40][CH2:39][n:36]4[cH:35][n:34][c:33]([Cl:32])[c:37]4[Cl:38])[cH:15][c:16]([CH2:21][N:22]4[CH2:23][CH2:24][O:25][CH2:26][CH2:27]4)[cH:17][c:18]3[c:19]2=[O:20])[cH:30][cH:31]1.